From a dataset of the Open Reaction Database (ORD), a public repository of structured organic reaction records. describe an organic reaction: reactants, conditions, products, and yield Starting materials: FC1=CC=C2CC(NC2=C1)=O (6-fluorooxindole), [Li+].C[Si](C)(C)[N-][Si](C)(C)C.C1CCOC1 (LiHMDS THF), CC1C(=O)COC1=O (Methyl tetronate). Run in C1CCOC1 (THF). Reaction conditions: time 10 minute. The product is FC1=CC=C2C(C(NC2=C1)=O)=C1OCC(=C1)OC (6-fluoro-3-(4-methoxy-5H-furan-2-ylidene)-1,3-dihydro-indol-2-one). RXN SMILES: [F:1][C:2]1[CH:10]=[C:9]2[C:5]([CH2:6][C:7](=[O:11])[NH:8]2)=[CH:4][CH:3]=1.[Li+].C[Si]([N-][Si](C)(C)C)(C)C.[CH2:22]1[CH2:26][O:25][CH2:24][CH2:23]1.CC1C(=O)OC[C:29]1=[O:30]>C1COCC1>[F:1][C:2]1[CH:10]=[C:9]2[C:5]([C:6](=[C:24]3[CH:23]=[C:22]([O:30][CH3:29])[CH2:26][O:25]3)[C:7](=[O:11])[NH:8]2)=[CH:4][CH:3]=1 |f:1.2.3|. Procedure: To a stirred solution of 6-fluorooxindole (2.6 g, 17.5 mmol) in anhydrous THF (30 mL) under nitrogen was added 1.0M LiHMDS/THF solution (35 mL, 35 mmol). The mixture was stirred at room temperature for 10 minutes. Methyl tetronate (1.0 g, 8.8 mmol) was added as one portion. After stirring at room temperature for 1 hour, the reaction was cooled to 0° C., and quenched with 2M HCl until pH=3. The mixture was stirred at room temperature for 2 more hours, and poured into 250 mL of water. The resultin... Reactants: O=C([O-])[O-], Cc1noc(-c2ccc(Cl)nn2)n1, [K+], [K+], O=C1OC2(CCNC2)c2ccccc21. Yields the product Cc1noc(-c2ccc(N3CCC4(C3)OC(=O)c3ccccc34)nn2)n1. As a reaction SMILES: [C:28](=[O:29])([O-:30])[O-:31].[Cl:1][c:2]1[n:3][n:4][c:5](-[c:8]2[n:9][c:10]([CH3:13])[n:11][o:12]2)[cH:6][cH:7]1.[K+:32].[K+:33].[NH:14]1[CH2:15][C:16]2([O:17][C:18](=[O:25])[c:19]3[c:20]2[cH:21][cH:22][cH:23][cH:24]3)[CH2:26][CH2:27]1>>[c:2]1([N:14]2[CH2:15][C:16]3([O:17][C:18](=[O:25])[c:19]4[c:20]3[cH:21][cH:22][cH:23][cH:24]4)[CH2:26][CH2:27]2)[n:3][n:4][c:5](-[c:8]2[n:9][c:10]([CH3:13])[n:11][o:12]2)[cH:6][cH:7]1. The reactants are C(C1=CC=C(C(=O)O)C=C1)(=O)O (terephthalic acid), C(C)(=O)[O-].[Cu+2].C(C)(=O)[O-] (copper acetate), C(=O)O (formic acid). Run in CO (methanol), CO (methanol). Product: [Cu].C(C1=CC=C(C(=O)O)C=C1)(=O)O (terephthalic acid copper). Yield: 67.0%. Reaction SMILES: [C:1]([OH:12])(=[O:11])[C:2]1[CH:10]=[CH:9][C:5]([C:6]([OH:8])=[O:7])=[CH:4][CH:3]=1.C(O)=O.C([O-])(=O)C.[Cu+2:20].C([O-])(=O)C>CO>[Cu:20].[C:1]([OH:12])(=[O:11])[C:2]1[CH:10]=[CH:9][C:5]([C:6]([OH:8])=[O:7])=[CH:4][CH:3]=1 |f:2.3.4,6.7|. Procedure details: 0.41 g of terephthalic acid was dissolved under heating in a mixture solvent of 250 cm3 of methanol and 15 cm3 of formic acid. After this solution was cooled to the normal temperature, into this solution, a further solution in which 0.50 g of copper acetate was dissolved in 40 cm3 of methanol was dripped and then this was kept still for a few days. Thereafter, the precipitation product was suction-filtered and dried for 110° C./4 hours, whereby 0.38 g of terephthalic acid copper was obtained. RXN SMILES: [CH3:25][CH2:26][CH2:27][CH2:28][CH2:29][CH3:30].[P:18]([O:19][CH3:20])([O:21][CH3:22])[O:23][CH3:24].[s:1]1[c:2](-[c:10]2[cH:11][cH:12][c:13]([CH2:16][Br:17])[cH:14][cH:15]2)[n:3][c:4]2[c:5]1[cH:6][cH:7][cH:8][cH:9]2>>[s:1]1[c:2](-[c:10]2[cH:11][cH:12][c:13]([CH2:16][P:18]([O:19][CH3:20])([O:21][CH3:22])=[O:23])[cH:14][cH:15]2)[n:3][c:4]2[c:5]1[cH:6][cH:7][cH:8][cH:9]2. Product: COP(=O)(Cc1ccc(-c2nc3ccccc3s2)cc1)OC. The reactants are CCCCCC, COP(OC)OC, BrCc1ccc(-c2nc3ccccc3s2)cc1. The reactants are C(C)(C)N(CC)C(C)C (diisopropyl ethyl amine), N6 -benzoyl-5'-O-dimethoxy-trityl-2'-O-methyl-adenosine, C(C)(C)N(C(C)C)P(Cl)OC (N,N-diisopropyl-amino-methoxy-chlorophosphine). Run in C1CCOC1 (THF). Conditions: time 5 minute. Product: CCN(C(C)C)C(C)C.Cl (DIPEA hydrochloride). Reaction SMILES: [CH:1]([N:4]([CH:7]([CH3:9])[CH3:8])[CH2:5][CH3:6])([CH3:3])[CH3:2].C(N(P(OC)[Cl:18])C(C)C)(C)C>C1COCC1>[CH3:6][CH2:5][N:4]([CH:7]([CH3:9])[CH3:8])[CH:1]([CH3:3])[CH3:2].[ClH:18] |f:3.4|. Reported procedure: 344 mg (0.5 mmole) of N6 -benzoyl-5'-O-dimethoxy-trityl-2'-O-methyl-adenosine (compound IIa) were dissolved in 2 ml of anhydrous THF, and the resulting solution was admixed with 362 μl (2 mmoles) of diisopropyl ethyl amine (DIPEA) with stirring under an argon atmosphere at room temperature. Then 300 μl (1.5 mmoles) of N,N-diisopropyl-amino-methoxy-chlorophosphine was added over 1 minute. After 5 minutes, DIPEA hydrochloride was formed as a white precipitate. Stirring was continued at room temper... The reactants are C(C1=CC=CC=C1)OC1=C(C=C(C=C1C1=CC=C(C=C1)F)C(C)C)C(C)C (1-Benzyloxy-2,4-diisopropyl-6-p-fluorophenylbenzene), [H][H] (hydrogen). The reagents and catalysts are [Pd] (Pd on carbon). Solvent: C(C)(=O)OCC (ethyl acetate), C(C)(=O)O (acetic acid). The product is C(C)(C)C1=C(C(=CC(=C1)C(C)C)C1=CC=C(C=C1)F)O (2,4-Diisopropyl-6-p-fluorophenylphenol). Yield: 92.9%. RXN SMILES: C([O:8][C:9]1[C:14]([C:15]2[CH:20]=[CH:19][C:18]([F:21])=[CH:17][CH:16]=2)=[CH:13][C:12]([CH:22]([CH3:24])[CH3:23])=[CH:11][C:10]=1[CH:25]([CH3:27])[CH3:26])C1C=CC=CC=1.[H][H]>C(OCC)(=O)C.C(O)(=O)C.[Pd]>[CH:25]([C:10]1[CH:11]=[C:12]([CH:22]([CH3:24])[CH3:23])[CH:13]=[C:14]([C:15]2[CH:16]=[CH:17][C:18]([F:21])=[CH:19][CH:20]=2)[C:9]=1[OH:8])([CH3:26])[CH3:27]. Reported procedure: 4 g of 10% Pd on carbon are added to a solution of 49.3 g (0.136 mol) of the benzyl ether from step 4 in 1 l of ethyl acetate and 100 ml of glacial acetic acid and the mixture is shaken in a hydrogen atmosphere (vigorous absorption of H2) for 20 minutes. The catalyst is filtered off, the filtrate is concentrated, the residue is taken up several times in toluene and the solution is in each case concentrated in vacuo. 34.4 g of the title compound are obtained as a colorless oil, b.p. 115° C./0.1 t...